This data is from the Open Reaction Database (ORD), a public repository of structured organic reaction records. The task is: describe an organic reaction: reactants, conditions, products, and yield Starting materials: CC(=O)O, CC(C)CNc1cc2nnnn2c2cnccc12, O=[N+]([O-])O. The product is CC(C)CNc1c([N+](=O)[O-])c2nnnn2c2cnccc12. RXN SMILES: [CH3:23][C:24](=[O:25])[OH:26].[CH3:5][CH:6]([CH2:7][NH:8][c:9]1[cH:10][c:11]2[n:12]([c:13]3[cH:14][n:15][cH:16][cH:17][c:18]13)[n:19][n:20][n:21]2)[CH3:22].[OH:1][N+:2]([O-:3])=[O:4]>>[O-:1][N+:2](=[O:4])[c:10]1[c:9]([NH:8][CH2:7][CH:6]([CH3:5])[CH3:22])[c:18]2[c:13]([n:12]3[c:11]1[n:21][n:20][n:19]3)[cH:14][n:15][cH:16][cH:17]2. Reactants: [N+](=O)([O-])C1=CC=C(OC2=CC=NC3=CC(=CC=C23)OC[C@@H](C)O)C=C1 ((R)-1-((4-(4-nitrophenoxy)quinolin-7-yl)oxy)propan-2-ol), C(=O)O[K] (HCOOK). The reagents and catalysts are [Pd] (Pd/C). The solvent is C1CCOC1.O (THF H2O). Reaction conditions: temperature 73 celsius, time 5 hour. Product: NC1=CC=C(OC2=CC=NC3=CC(=CC=C23)OC[C@@H](C)O)C=C1 ((R)-1-((4-(4-aminophenoxy)quinolin-7-yl)oxy)propan-2-ol). Isolated yield 76.0%. RXN SMILES: [N+:1]([C:4]1[CH:25]=[CH:24][C:7]([O:8][C:9]2[C:18]3[C:13](=[CH:14][C:15]([O:19][CH2:20][C@H:21]([OH:23])[CH3:22])=[CH:16][CH:17]=3)[N:12]=[CH:11][CH:10]=2)=[CH:6][CH:5]=1)([O-])=O.C(O[K])=O>C1COCC1.O.[Pd]>[NH2:1][C:4]1[CH:5]=[CH:6][C:7]([O:8][C:9]2[C:18]3[C:13](=[CH:14][C:15]([O:19][CH2:20][C@H:21]([OH:23])[CH3:22])=[CH:16][CH:17]=3)[N:12]=[CH:11][CH:10]=2)=[CH:24][CH:25]=1 |f:2.3|. Procedure: To a suspension of (R)-1-((4-(4-nitrophenoxy)quinolin-7-yl)oxy)propan-2-ol (3.6 g, 10.6 mmol) and HCOOK (6.2 g, 74.1 mmol) in THF/H2O (33 mL/11 mL) was added a catalytic amount of 10% Pd/C (33 mg). After stirring at 73° C. for 5 hours, the reaction mixture was cooled to room temperature. The mixture was filtered through a celite pad and the filter cake was washed with DCM (50 mL). The organic phase was separated, dried over Na2SO4, and concentrated in vacuo. The residue was purified by a column ... Reactants: ClCCl, CN(C)C1(c2cccc(F)c2)CCC(=O)CC1, Cc1c[nH]c2ccccc12, CO, [Na+], [OH-], O=S(=O)(O)C(F)(F)F. Product: Cc1c(C2=CCC(c3cccc(F)c3)(N(C)C)CC2)[nH]c2ccccc12. Reaction SMILES: [CH2:38]([Cl:39])[Cl:40].[CH3:11][N:12]([C:13]1([c:20]2[cH:21][c:22]([F:26])[cH:23][cH:24][cH:25]2)[CH2:14][CH2:15][C:16](=[O:19])[CH2:17][CH2:18]1)[CH3:27].[CH3:1][c:2]1[cH:3][nH:4][c:5]2[cH:6][cH:7][cH:8][cH:9][c:10]12.[CH3:41][OH:42].[Na+:37].[OH-:36].[OH:28][S:29]([C:30]([F:31])([F:32])[F:33])(=[O:34])=[O:35]>>[CH3:1][c:2]1[c:3]([C:16]2=[CH:15][CH2:14][C:13]([N:12]([CH3:11])[CH3:27])([c:20]3[cH:21][c:22]([F:26])[cH:23][cH:24][cH:25]3)[CH2:18][CH2:17]2)[nH:4][c:5]2[cH:6][cH:7][cH:8][cH:9][c:10]12. As a reaction SMILES: O.[OH-].[Li+].C[O:5][C:6](=[O:38])[CH2:7][C:8]1[C:17]([CH3:18])=[C:16]([C:19]2[CH:24]=[CH:23][C:22]([S:25](=[O:36])(=[O:35])[NH:26][C:27]3[CH:32]=[CH:31][CH:30]=[C:29]([Cl:33])[C:28]=3[CH3:34])=[CH:21][CH:20]=2)[C:15]2[C:10](=[CH:11][CH:12]=[C:13]([F:37])[CH:14]=2)[CH:9]=1.C1COCC1.O>CCCCCC>[Cl:33][C:29]1[C:28]([CH3:34])=[C:27]([NH:26][S:25]([C:22]2[CH:21]=[CH:20][C:19]([C:16]3[C:15]4[C:10](=[CH:11][CH:12]=[C:13]([F:37])[CH:14]=4)[CH:9]=[C:8]([CH2:7][C:6]([OH:38])=[O:5])[C:17]=3[CH3:18])=[CH:24][CH:23]=2)(=[O:36])=[O:35])[CH:32]=[CH:31][CH:30]=1 |f:0.1.2,4.5|. Product: ClC=1C(=C(C=CC1)NS(=O)(=O)C1=CC=C(C=C1)C1=C(C(=CC2=CC=C(C=C12)F)CC(=O)O)C)C ({4-[4-(3-chloro-2-methyl-phenylsulfamoyl)-phenyl]-6-fluoro-3-methyl-naphthalen-2-yl}-acetic acid). Solvent: CCCCCC (hexane). Reaction conditions: time 16 hour. Procedure details: Lithium hydroxide monohydrate (0.017 g, 0.39 mmol) was added to a stirred solution of {4-[4-(3-chloro-2-methyl-phenylsulfamoyl)-phenyl]-6-fluoro-3-methyl-naphthalen-2-yl}-acetic acid methyl ester (0.050 g, 0.10 mmol) in a 3:1 mixture of THF—H2O mixture (5 mL). The reaction mixture was stirred for 16 hours at room temperature. The reaction mixture was concentrated to remove THF, and the crude material was diluted with water, acidified [pH˜2] with a 6 N aqueous solution of hydrochloric acid. The m... The reactants are O.[OH-].[Li+] (Lithium hydroxide monohydrate), COC(CC1=CC2=CC=C(C=C2C(=C1C)C1=CC=C(C=C1)S(NC1=C(C(=CC=C1)Cl)C)(=O)=O)F)=O ({4-[4-(3-chloro-2-methyl-phenylsulfamoyl)-phenyl]-6-fluoro-3-methyl-naphthalen-2-yl}-acetic acid methyl ester), C1CCOC1.O (THF H2O). Isolated yield 78.3%. Starting materials: Cc1noc(-c2ccc(Br)cc2)c1CC(=O)CCc1ccccc1, CCOC(=O)C1(c2ccc(B3OC(C)(C)C(C)(C)O3)cc2)CC1. Product: CCOC(=O)C1(c2ccc(-c3ccc(-c4onc(C)c4CC(=O)CCc4ccccc4)cc3)cc2)CC1. RXN SMILES: [Br:1][c:2]1[cH:3][cH:4][c:5](-[c:8]2[c:9]([CH2:14][C:15]([CH2:16][CH2:17][c:18]3[cH:19][cH:20][cH:21][cH:22][cH:23]3)=[O:24])[c:10]([CH3:13])[n:11][o:12]2)[cH:6][cH:7]1.[CH2:25]([CH3:26])[O:27][C:28](=[O:29])[C:30]1([c:33]2[cH:34][cH:35][c:36]([B:39]3[O:40][C:41]([CH3:42])([CH3:43])[C:44]([CH3:45])([CH3:46])[O:47]3)[cH:37][cH:38]2)[CH2:31][CH2:32]1>>[c:2]1(-[c:36]2[cH:35][cH:34][c:33]([C:30]3([C:28]([O:27][CH2:25][CH3:26])=[O:29])[CH2:31][CH2:32]3)[cH:38][cH:37]2)[cH:3][cH:4][c:5](-[c:8]2[c:9]([CH2:14][C:15]([CH2:16][CH2:17][c:18]3[cH:19][cH:20][cH:21][cH:22][cH:23]3)=[O:24])[c:10]([CH3:13])[n:11][o:12]2)[cH:6][cH:7]1. The reactants are C1(CCCCCCC1)=O (cyclooctanone), Cl.NO (hydroxylamine hydrochloride), N1=CC=CC=C1 (pyridine). The solvent is C(C)O (ethanol). Reaction conditions: time 15 hour. The product is C1(CCCCCCC1)=NO (cyclooctanone oxime). Reaction SMILES: [C:1]1(=O)[CH2:8][CH2:7][CH2:6][CH2:5][CH2:4][CH2:3][CH2:2]1.Cl.[NH2:11][OH:12].N1C=CC=CC=1>C(O)C>[C:1]1(=[N:11][OH:12])[CH2:8][CH2:7][CH2:6][CH2:5][CH2:4][CH2:3][CH2:2]1 |f:1.2|. Reported procedure: A solution containing cyclooctanone (12.6 g, 0.1 mol) and hydroxylamine hydrochloride (14.0 g, 0.2 mole) in a mixture of pyridine (40 mL, 0.5 mole) and ethanol (50 mL) was stirred at ambient temperature for about 15 hours. The solvent was then removed by rotary evaporation. The residue was dissolved in diethyl ether (300 mL) then washed with hydrochloric acid (2×100 mL). The aqueous layer was extracted with diethyl ether (2×150 mL). The ether extracts were combined, dried over magnesium sulfate ... Product: CC(=O)CCCN1CCC(=C2c3ccccc3CSc3ccccc32)CC1. Starting materials: CC(=O)CCCBr, O=C([O-])[O-], ClC(Cl)Cl, [K+], [K+], c1ccc2c(c1)CSc1ccccc1C2=C1CCNCC1. As a reaction SMILES: [Br:1][CH2:2][CH2:3][CH2:4][C:5]([CH3:6])=[O:7].[C:29](=[O:30])([O-:31])[O-:32].[CH:35]([Cl:36])([Cl:37])[Cl:38].[K+:33].[K+:34].[cH:8]1[cH:9][cH:10][cH:11][c:12]2[c:18]1[C:17](=[C:19]1[CH2:20][CH2:21][NH:22][CH2:23][CH2:24]1)[c:16]1[c:15]([cH:28][cH:27][cH:26][cH:25]1)[CH2:14][S:13]2>>[CH2:2]([CH2:3][CH2:4][C:5]([CH3:6])=[O:7])[N:22]1[CH2:21][CH2:20][C:19](=[C:17]2[c:16]3[c:15]([cH:28][cH:27][cH:26][cH:25]3)[CH2:14][S:13][c:12]3[cH:11][cH:10][cH:9][cH:8][c:18]32)[CH2:24][CH2:23]1.